From a dataset of the Open Reaction Database (ORD), a public repository of structured organic reaction records. describe an organic reaction: reactants, conditions, products, and yield Reactants: C(C)(C)(C)OC(C(CC1=CC=C(C=C1)OC(N(C)C)=O)NC1=NC(=NC=C1NS(=O)(=O)C1=CC=C(C=C1)F)N(CC)CC)=O (2-{2-diethylamino-5-[(4-fluorobenzenesulfonyl) amino]-pyrimidin-4-ylamino}-3-(4-dimethylcarbamoyloxyphenyl) propionic acid t-butyl ester), CN(CCCN)C (3-dimethylaminopropyl amine), FC1=CC=C(C=C1)S(=O)(=O)Cl (p-fluorobenzenesulfonyl chloride), C(C)(C)(C)OC(C(CC1=CC=C(C=C1)OC(N(C)C)=O)NC1=NC(=NC=C1N)N(CC)CC)=O (2-(2-diethylamino-5-aminopyrimidin-4-ylamino)-3-(4-dimethylcarbamoyloxy-phenyl)propionic acid t-butyl ester). The solvent is N1=CC=CC=C1 (pyridine). Reaction conditions: time 30 minute. The product is C(C)N(C1=NC=C(C(=N1)NC(C(=O)O)CC1=CC=C(C=C1)OC(N(C)C)=O)NCS(=O)(=O)C1=CC=C(C=C1)F)CC (2-{2-diethylamino-5-[(4-fluorobenzenesulfonyl)methylamino] pyrimidin-4-ylamino}-3-(4-dimethylcarbamoyloxyphenyl)propionic acid). Isolated yield 77.0%. RXN SMILES: C([O:5][C:6](=[O:44])[CH:7]([NH:21][C:22]1[C:27]([NH:28]S(C2C=CC(F)=CC=2)(=O)=O)=[CH:26][N:25]=[C:24]([N:39]([CH2:42][CH3:43])[CH2:40][CH3:41])[N:23]=1)[CH2:8][C:9]1[CH:14]=[CH:13][C:12]([O:15][C:16](=[O:20])[N:17]([CH3:19])[CH3:18])=[CH:11][CH:10]=1)(C)(C)C.[C:45](OC(=O)C(NC1C(N)=CN=C(N(CC)CC)N=1)CC1C=CC(OC(=O)N(C)C)=CC=1)(C)(C)C.[F:79][C:80]1[CH:85]=[CH:84][C:83]([S:86](Cl)(=[O:88])=[O:87])=[CH:82][CH:81]=1.CN(C)CCCN>N1C=CC=CC=1>[CH2:40]([N:39]([CH2:42][CH3:43])[C:24]1[N:23]=[C:22]([NH:21][CH:7]([CH2:8][C:9]2[CH:14]=[CH:13][C:12]([O:15][C:16](=[O:20])[N:17]([CH3:19])[CH3:18])=[CH:11][CH:10]=2)[C:6]([OH:5])=[O:44])[C:27]([NH:28][CH2:45][S:86]([C:83]2[CH:84]=[CH:85][C:80]([F:79])=[CH:81][CH:82]=2)(=[O:88])=[O:87])=[CH:26][N:25]=1)[CH3:41]. Reported procedure: General. Flash chromatography was performed using a Biotage Flash 75L, using 800 g KP-Sil silica cartridges (32-63 μM, 60 angstrom, 500-550 m2/g). Rfs are reported for analytical thin layer chromatography, using EM Science Silica Gel F(254) 250 μM thick plates for normal phase, and Watman MKCl 8F 200 μM thick plates for reverse phase. Step 1: Preparation of 2,4-Dichloro-5-nitropyrimidine. 5-Nitrouracil, was treated with phosphorous oxychloride and N,N-dimethylaniline, according to the procedure ... The reactants are Cl, O=C(NC1CN2CCC1CC2)c1cc2cc(Br)ccc2o1, [Na+], OB(O)c1ccc(N2CCOCC2)cc1, CN(C)C=O, [OH-]. Product: Cl, O=C(NC1CN2CCC1CC2)c1cc2cc(-c3ccc(N4CCOCC4)cc3)ccc2o1. As a reaction SMILES: [ClH:18].[N:19]12[CH2:20][CH:21]([NH:27][C:28](=[O:29])[c:30]3[o:31][c:32]4[c:33]([cH:34]3)[cH:35][c:36]([Br:39])[cH:37][cH:38]4)[CH:22]([CH2:23][CH2:24]1)[CH2:25][CH2:26]2.[Na+:17].[O:1]1[CH2:2][CH2:3][N:4]([c:7]2[cH:8][cH:9][c:10]([B:13]([OH:14])[OH:15])[cH:11][cH:12]2)[CH2:5][CH2:6]1.[O:40]=[CH:41][N:42]([CH3:43])[CH3:44].[OH-:16]>>[ClH:18].[O:1]1[CH2:2][CH2:3][N:4]([c:7]2[cH:8][cH:9][c:10](-[c:36]3[cH:35][c:33]4[c:32]([o:31][c:30]([C:28]([NH:27][CH:21]5[CH2:20][N:19]6[CH2:24][CH2:23][CH:22]5[CH2:25][CH2:26]6)=[O:29])[cH:34]4)[cH:38][cH:37]3)[cH:11][cH:12]2)[CH2:5][CH2:6]1. The reactants are O=C1CCC(=O)N1Br, O=C(OOC(=O)c1ccccc1)c1ccccc1, ClC(Cl)(Cl)Cl, CCOC(=O)c1ncc2onc(-c3ccccc3)c2c1O. RXN SMILES: [Br:22][N:23]1[C:24](=[O:25])[CH2:26][CH2:27][C:28]1=[O:29].[C:30]([O:31][O:32][C:33](=[O:34])[c:35]1[cH:36][cH:37][cH:38][cH:39][cH:40]1)(=[O:41])[c:42]1[cH:43][cH:44][cH:45][cH:46][cH:47]1.[C:48]([Cl:49])([Cl:50])([Cl:51])[Cl:52].[CH2:1]([CH3:2])[O:3][C:4](=[O:5])[c:6]1[c:7]([OH:21])[c:8]2[c:9]([cH:10][n:11]1)[o:12][n:13][c:14]2-[c:15]1[cH:16][cH:17][cH:18][cH:19][cH:20]1>>[CH2:1]([CH3:2])[O:3][C:4](=[O:5])[c:6]1[c:7]([OH:21])[c:8]2[c:9]([c:10]([Br:22])[n:11]1)[o:12][n:13][c:14]2-[c:15]1[cH:16][cH:17][cH:18][cH:19][cH:20]1. Yields the product CCOC(=O)c1nc(Br)c2onc(-c3ccccc3)c2c1O. The reactants are BrC1=CC=C(C=C1)OC (4-bromoanisole), [Li]CCCC (n-BuLi), C1(=CC=CC=C1)C1=CC=C(S1)C=O (5-Phenyl-thiophene-2-carbaldehyde). As a reaction SMILES: Br[C:2]1[CH:7]=[CH:6][C:5]([O:8][CH3:9])=[CH:4][CH:3]=1.[Li]CCCC.[C:15]1([C:21]2[S:25][C:24]([CH:26]=[O:27])=[CH:23][CH:22]=2)[CH:20]=[CH:19][CH:18]=[CH:17][CH:16]=1>C1COCC1>[CH3:9][O:8][C:5]1[CH:6]=[CH:7][C:2]([CH:26]([C:24]2[S:25][C:21]([C:15]3[CH:16]=[CH:17][CH:18]=[CH:19][CH:20]=3)=[CH:22][CH:23]=2)[OH:27])=[CH:3][CH:4]=1. Isolated yield 77.9%. Product: COC1=CC=C(C=C1)C(O)C=1SC(=CC1)C1=CC=CC=C1 ((4-Methoxy-phenyl)-(5-phenyl-thiophen-2-yl)-methanol). Procedure: To a solution of 4-bromoanisole (0.6 g, 3.2 mmol) in THF was added n-BuLi (2.5M in hexane, 1.5 mL, 3.5 mmol) at −78° C., and continued to stir for 30 min. The product of step 1 (0.48 g, 2.6 mmol) was added. After it was stirred at −78° C. for 30 min, the reaction was allowed to warm to room temperature and stirred for an additional 1 h. The reaction was quenched with water, extracted with EtOAc, washed with brine and dried over Na2SO4. After the solvent was removed, the residue was purified by a... Solvent: C1CCOC1 (THF). Run at time 30 minute. Starting materials: CCOC(=O)C1CCC(=O)CC1, O=C(O)C(F)(F)F, CCn1nc(NCC(=O)NC2CNC2)c2cc(C(F)(F)F)ccc21. Product: CCOC(=O)C1CCC(N2CC(NC(=O)CNc3nn(CC)c4ccc(C(F)(F)F)cc34)C2)CC1. RXN SMILES: [CH2:32]([CH3:33])[O:34][C:35](=[O:36])[CH:37]1[CH2:38][CH2:39][C:40](=[O:43])[CH2:41][CH2:42]1.[F:25][C:26]([F:27])([F:28])[C:29]([OH:30])=[O:31].[NH:1]1[CH2:2][CH:3]([NH:5][C:6]([CH2:7][NH:8][c:9]2[n:10][n:11]([CH2:22][CH3:23])[c:12]3[cH:13][cH:14][c:15]([C:18]([F:19])([F:20])[F:21])[cH:16][c:17]23)=[O:24])[CH2:4]1>>[N:1]1([CH:40]2[CH2:39][CH2:38][CH:37]([C:35]([O:34][CH2:32][CH3:33])=[O:36])[CH2:42][CH2:41]2)[CH2:2][CH:3]([NH:5][C:6]([CH2:7][NH:8][c:9]2[n:10][n:11]([CH2:22][CH3:23])[c:12]3[cH:13][cH:14][c:15]([C:18]([F:19])([F:20])[F:21])[cH:16][c:17]23)=[O:24])[CH2:4]1. Starting materials: Brc1cccc(I)c1, CC(C)O, [Cu]I, [K+], [K+], O=C([O-])[O-], OCCO, Sc1ccccc1. The product is Brc1cccc(Sc2ccccc2)c1. RXN SMILES: [Br:1][c:2]1[cH:3][c:4]([I:8])[cH:5][cH:6][cH:7]1.[CH3:28][CH:29]([OH:30])[CH3:31].[Cu:26][I:27].[K+:16].[K+:17].[O-:18][C:19]([O-:20])=[O:21].[OH:22][CH2:23][CH2:24][OH:25].[SH:9][c:10]1[cH:11][cH:12][cH:13][cH:14][cH:15]1>>[Br:1][c:2]1[cH:3][c:4]([S:9][c:10]2[cH:11][cH:12][cH:13][cH:14][cH:15]2)[cH:5][cH:6][cH:7]1. Reactants: CC(C)CC(C(=O)NN1C(=O)CN(CCN(C)C)C1=O)C(CCCc1ccccc1)C(=O)NOCc1ccccc1, CO. The product is CC(C)CC(C(=O)NN1C(=O)CN(CCN(C)C)C1=O)C(CCCc1ccccc1)C(=O)NO. Reaction SMILES: [CH2:1]([c:2]1[cH:3][cH:4][cH:5][cH:6][cH:7]1)[O:8][NH:9][C:10](=[O:11])[CH:12]([CH2:13][CH2:14][CH2:15][c:16]1[cH:17][cH:18][cH:19][cH:20][cH:21]1)[CH:22]([C:23](=[O:24])[NH:25][N:26]1[C:27](=[O:37])[N:28]([CH2:32][CH2:33][N:34]([CH3:35])[CH3:36])[CH2:29][C:30]1=[O:31])[CH2:38][CH:39]([CH3:40])[CH3:41].[CH3:42][OH:43]>>[OH:8][NH:9][C:10](=[O:11])[CH:12]([CH2:13][CH2:14][CH2:15][c:16]1[cH:17][cH:18][cH:19][cH:20][cH:21]1)[CH:22]([C:23](=[O:24])[NH:25][N:26]1[C:27](=[O:37])[N:28]([CH2:32][CH2:33][N:34]([CH3:35])[CH3:36])[CH2:29][C:30]1=[O:31])[CH2:38][CH:39]([CH3:40])[CH3:41].